describe an organic reaction: reactants, conditions, products, and yield From a dataset of the Open Reaction Database (ORD), a public repository of structured organic reaction records. Reactants: O (Water), C1(CC1)C(CC(=O)OCC)C1=CC(=CC=C1)COC=1C=NC(=C(C1)CC(C)(C)C)OS(=O)(=O)C(F)(F)F (ethyl 3-cyclopropyl-3-(3-(((5-neopentyl-6-(((trifluoromethyl)sulfonyl)oxy)pyridin-3-yl)oxy)methyl)phenyl)propanoate), FC1=C(C=C(C=C1)OC)B(O)O (2-fluoro-5-methoxyphenylboronic acid), C([O-])([O-])=O.[Na+].[Na+] (sodium carbonate), CN(C)C=O (DMF). The reagents and catalysts are C=1C=CC(=CC1)[P](C=2C=CC=CC2)(C=3C=CC=CC3)[Pd]([P](C=4C=CC=CC4)(C=5C=CC=CC5)C=6C=CC=CC6)([P](C=7C=CC=CC7)(C=8C=CC=CC8)C=9C=CC=CC9)[P](C=1C=CC=CC1)(C=1C=CC=CC1)C=1C=CC=CC1 (tetrakistriphenylphosphinepalladium). Reaction conditions: temperature 90 celsius, time 1 hour. The product is C1(CC1)C(CC(=O)OCC)C1=CC(=CC=C1)COC=1C=C(C(=NC1)C1=CC(=NC=C1)OC)CC(C)(C)C (ethyl 3-cyclopropyl-3-(3-(((2′-methoxy-3-neopentyl-[2,4′-bipyridine]-5-yl)oxy)methyl)phenyl)propanoate). As a reaction SMILES: [CH:1]1([CH:4]([C:11]2[CH:16]=[CH:15][CH:14]=[C:13]([CH2:17][O:18][C:19]3[CH:20]=[N:21][C:22](OS(C(F)(F)F)(=O)=O)=[C:23]([CH2:25][C:26]([CH3:29])([CH3:28])[CH3:27])[CH:24]=3)[CH:12]=2)[CH2:5][C:6]([O:8][CH2:9][CH3:10])=[O:7])[CH2:3][CH2:2]1.F[C:39]1[CH:44]=[CH:43][C:42]([O:45][CH3:46])=C[C:40]=1B(O)O.C(=O)([O-])[O-].[Na+].[Na+].O.C[N:58](C=O)C>C1C=CC([P]([Pd]([P](C2C=CC=CC=2)(C2C=CC=CC=2)C2C=CC=CC=2)([P](C2C=CC=CC=2)(C2C=CC=CC=2)C2C=CC=CC=2)[P](C2C=CC=CC=2)(C2C=CC=CC=2)C2C=CC=CC=2)(C2C=CC=CC=2)C2C=CC=CC=2)=CC=1>[CH:1]1([CH:4]([C:11]2[CH:16]=[CH:15][CH:14]=[C:13]([CH2:17][O:18][C:19]3[CH:24]=[C:23]([CH2:25][C:26]([CH3:27])([CH3:28])[CH3:29])[C:22]([C:44]4[CH:39]=[CH:40][N:58]=[C:42]([O:45][CH3:46])[CH:43]=4)=[N:21][CH:20]=3)[CH:12]=2)[CH2:5][C:6]([O:8][CH2:9][CH3:10])=[O:7])[CH2:2][CH2:3]1 |f:2.3.4,^1:65,67,86,105|. Procedure details: Under an argon atmosphere, to a solution of ethyl 3-cyclopropyl-3-(3-(((5-neopentyl-6-(((trifluoromethyl)sulfonyl)oxy)pyridin-3-yl)oxy)methyl)phenyl)propanoate (200 mg) in DMF (5.0 mL) were added 2-fluoro-5-methoxyphenylboronic acid (80 mg), 2.0M aqueous sodium carbonate solution (0.52 mL) and tetrakistriphenylphosphinepalladium (40 mg), and the mixture was stirred at 90° C. for 1 hr. Water was added to the reaction mixture, and the mixture was extracted with ethyl acetate. The extract was washe... The reactants are COC(=O)C=C1CCN(C(=O)OC(C)(C)C)CC1, CO, O. The product is COC(=O)CC1CCN(C(=O)OC(C)(C)C)CC1. As a reaction SMILES: [CH3:1][O:2][C:3]([CH:4]=[C:5]1[CH2:6][CH2:7][N:8]([C:11](=[O:12])[O:13][C:14]([CH3:15])([CH3:16])[CH3:17])[CH2:9][CH2:10]1)=[O:18].[CH3:20][OH:21].[OH2:19]>>[CH3:1][O:2][C:3]([CH2:4][CH:5]1[CH2:6][CH2:7][N:8]([C:11](=[O:12])[O:13][C:14]([CH3:15])([CH3:16])[CH3:17])[CH2:9][CH2:10]1)=[O:18]. Reactants: BrC1=CC=C(C=C1)O (4-bromophenol), C1(=CC=CC=C1)C1(C(C(=O)OC)O1)C (methyl 3-phenyl-2,3-epoxybutyrate). Reaction SMILES: [Br:1][C:2]1[CH:7]=[CH:6][C:5]([OH:8])=[CH:4][CH:3]=1.[C:9]1([C:15]2([CH3:22])[O:21][CH:16]2[C:17]([O:19][CH3:20])=[O:18])[CH:14]=[CH:13][CH:12]=[CH:11][CH:10]=1>>[Br:1][C:2]1[CH:7]=[CH:6][C:5]([O:8][C:15]([C:9]2[CH:10]=[CH:11][CH:12]=[CH:13][CH:14]=2)([CH3:22])[CH:16]([OH:21])[C:17]([O:19][CH3:20])=[O:18])=[CH:4][CH:3]=1. The yield is 19.7%. Yields the product BrC1=CC=C(C=C1)OC(C(C(=O)OC)O)(C)C1=CC=CC=C1 (Methyl 3-(4-bromophenyl)oxy-3-phenyl-2-hydroxybutyrate). Procedure: 51.9 g (0.3 mol) of 4-bromophenol and 19.2 g (0.1 mol) of methyl 3-phenyl-2,3-epoxybutyrate are stirred at 100° C. for 8 h and at room temperature for 12 h. After removal of the excess phenol by distillation, the residue is purified by flash chromatography (silica gel, n-hexane/ethyl acetate 9:1) to result in 7.2 g of a white solid. Starting materials: CC(C)O, COc1ccc(-c2cc3nccn3c(Cl)n2)cc1OC, N#Cc1ccc(N)cc1, O. The product is COc1ccc(-c2cc3nccn3c(Nc3ccc(C#N)cc3)n2)cc1OC. Reaction SMILES: [CH3:30][CH:31]([OH:32])[CH3:33].[Cl:1][c:2]1[n:3][c:4](-[c:11]2[cH:12][c:13]([O:19][CH3:20])[c:14]([O:17][CH3:18])[cH:15][cH:16]2)[cH:5][c:6]2[n:7]1[cH:8][cH:9][n:10]2.[NH2:21][c:22]1[cH:23][cH:24][c:25]([C:26]#[N:27])[cH:28][cH:29]1.[OH2:34]>>[c:2]1([NH:21][c:22]2[cH:23][cH:24][c:25]([C:26]#[N:27])[cH:28][cH:29]2)[n:3][c:4](-[c:11]2[cH:12][c:13]([O:19][CH3:20])[c:14]([O:17][CH3:18])[cH:15][cH:16]2)[cH:5][c:6]2[n:7]1[cH:8][cH:9][n:10]2. The reactants are BrC1=CC=C2C=CNC2=C1OC (6-bromo-7-methoxy-1H-indole), C(C)OC(C=C(C1=CC=CC=C1)C1=C2C=CNC2=CC=C1OC)=O (3-(5-Methoxy-1H-Indol-4-yl)-3-phenyl-acrylic acid ethyl ester). Product: C(C)OC(C=C(C1=CC=CC=C1)C1=CC=C2C=CNC2=C1OC)=O (3-(7-Methoxy-1H-indol-6-yl)-3-phenyl-acrylic acid ethyl ester). Reaction SMILES: Br[C:2]1[C:10]([O:11][CH3:12])=[C:9]2[C:5]([CH:6]=[CH:7][NH:8]2)=[CH:4][CH:3]=1.[CH2:13]([O:15][C:16](=[O:36])[CH:17]=[C:18](C1C(OC)=CC=C2C=1C=CN2)[C:19]1[CH:24]=[CH:23][CH:22]=[CH:21][CH:20]=1)[CH3:14]>>[CH2:13]([O:15][C:16](=[O:36])[CH:17]=[C:18]([C:2]1[C:10]([O:11][CH3:12])=[C:9]2[C:5]([CH:6]=[CH:7][NH:8]2)=[CH:4][CH:3]=1)[C:19]1[CH:24]=[CH:23][CH:22]=[CH:21][CH:20]=1)[CH3:14]. Procedure: 3-(7-Methoxy-1H-indol-6-yl)-3-phenyl-acrylic acid ethyl ester CXXXVIII was prepared from 6-bromo-7-methoxy-1H-indole using the procedure described above for preparation of 3-(5-Methoxy-1H-Indol-4-yl)-3-phenyl-acrylic acid ethyl ester XLVIII (Example 12). Reactants: ClC1=CC=C(C=C1)C(C=1C=C2C(=CC(=NC2=CC1)O)Br)C1=CC=C(C=C1)Cl (6-[bis(4-chlorophenyl)methyl]-4-bromoquinolin-2-ol), O1CCOCC1 (1,4-dioxane), NC1=CC=C(OCC(=O)OC(C)(C)C)C=C1 (tert-butyl 2-(4-aminophenoxy)acetate), C(=O)([O-])[O-].[Cs+].[Cs+] (Cs2CO3). Reagents/catalysts: C1=CC=C(C=C1)P([C-]2C=CC=C2)C3=CC=CC=C3.C1=CC=C(C=C1)P([C-]2C=CC=C2)C3=CC=CC=C3.[Fe+2] (dppf), C=1C=CC(=CC1)/C=C/C(=O)/C=C/C2=CC=CC=C2.C=1C=CC(=CC1)/C=C/C(=O)/C=C/C2=CC=CC=C2.C=1C=CC(=CC1)/C=C/C(=O)/C=C/C2=CC=CC=C2.[Pd].[Pd] (Pd2(dba)3). The solvent is O (water). Run at temperature 100 celsius, time 8 hour. Yields the product ClC1=CC=C(C=C1)C(C=1C=C2C(=CC(NC2=CC1)=O)NC1=CC=C(OCC(=O)OC(C)(C)C)C=C1)C1=CC=C(C=C1)Cl (tert-butyl 2-(4-((6-(bis(4-chlorophenyl)methyl)-2-oxo-1,2-dihydroquinolin-4-yl)amino)phenoxy)acetate). As a reaction SMILES: [Cl:1][C:2]1[CH:7]=[CH:6][C:5]([CH:8]([C:21]2[CH:26]=[CH:25][C:24]([Cl:27])=[CH:23][CH:22]=2)[C:9]2[CH:10]=[C:11]3[C:16](=[CH:17][CH:18]=2)[N:15]=[C:14]([OH:19])[CH:13]=[C:12]3Br)=[CH:4][CH:3]=1.[NH2:28][C:29]1[CH:43]=[CH:42][C:32]([O:33][CH2:34][C:35]([O:37][C:38]([CH3:41])([CH3:40])[CH3:39])=[O:36])=[CH:31][CH:30]=1.C([O-])([O-])=O.[Cs+].[Cs+].O1CCOCC1>O.C1C=CC(/C=C/C(/C=C/C2C=CC=CC=2)=O)=CC=1.C1C=CC(/C=C/C(/C=C/C2C=CC=CC=2)=O)=CC=1.C1C=CC(/C=C/C(/C=C/C2C=CC=CC=2)=O)=CC=1.[Pd].[Pd].C1C=CC(P(C2C=CC=CC=2)[C-]2C=CC=C2)=CC=1.C1C=CC(P(C2C=CC=CC=2)[C-]2C=CC=C2)=CC=1.[Fe+2]>[Cl:1][C:2]1[CH:7]=[CH:6][C:5]([CH:8]([C:21]2[CH:26]=[CH:25][C:24]([Cl:27])=[CH:23][CH:22]=2)[C:9]2[CH:10]=[C:11]3[C:16](=[CH:17][CH:18]=2)[NH:15][C:14](=[O:19])[CH:13]=[C:12]3[NH:28][C:29]2[CH:30]=[CH:31][C:32]([O:33][CH2:34][C:35]([O:37][C:38]([CH3:39])([CH3:41])[CH3:40])=[O:36])=[CH:42][CH:43]=2)=[CH:4][CH:3]=1 |f:2.3.4,7.8.9.10.11,12.13.14|. Reported procedure: Into a 25-mL round-bottom flask purged and maintained with an inert atmosphere of nitrogen, was placed 6-[bis(4-chlorophenyl)methyl]-4-bromoquinolin-2-ol (300 mg, 0.65 mmol, 1.00 equip), tert-butyl 2-(4-aminophenoxy)acetate (220.8 mg, 0.98 mmol, 1.50 equip, 99%), Pd2(dba)3 (60 mg, 0.06 mmol, 0.10 equip, 99%), dppf (126.7 mg, 0.23 mmol, 0.35 equip, 99%), Cs2CO3 (532.7 mg, 1.62 mmol, 2.50 equip, 99%), and 1,4-dioxane (9 mL). The resulting solution was stirred overnight at 100° C. in an oil bath. T... Reactants: BrC1=CC=C(C=C1)CCO (2-(4-bromophenyl)ethanol), N(=NC(=O)OC(C)C)C(=O)OC(C)C (diisopropyl azodicarboxylate), pure product, C1(=CC=CC=C1)P(C1=CC=CC=C1)C1=CC=CC=C1 (triphenylphosphine), O1C(NC(C1)=O)=O (1,3-oxazolidine-2,4-dione). Product: BrC1=CC=C(C=C1)CCN1C(OCC1=O)=O (3-[2-(4-bromophenyl)ethyl]-1,3-oxazolidine-2,4-dione). RXN SMILES: [Br:1][C:2]1[CH:7]=[CH:6][C:5]([CH2:8][CH2:9]O)=[CH:4][CH:3]=1.C1(P(C2C=CC=CC=2)C2C=CC=CC=2)C=CC=CC=1.[O:30]1[CH2:34][C:33](=[O:35])[NH:32][C:31]1=[O:36].N(C(OC(C)C)=O)=NC(OC(C)C)=O>>[Br:1][C:2]1[CH:3]=[CH:4][C:5]([CH2:8][CH2:9][N:32]2[C:33](=[O:35])[CH2:34][O:30][C:31]2=[O:36])=[CH:6][CH:7]=1. Procedure: The procedure described in Example 2 (step 2.1.) is used; starting from 4 g (19.89 mmol) of 2-(4-bromophenyl)ethanol, 6.3 g (23.87 mmol) of triphenylphosphine, 2.4 g (23.87 mmol) of 1,3-oxazolidine-2,4-dione and 4.8 g (23.87 mmol) of diisopropyl azodicarboxylate, 4.6 g of pure product are obtained in the form of a white solid, after chromatography on silica gel, eluting with dichloromethane.